From a dataset of the Open Reaction Database (ORD), a public repository of structured organic reaction records. describe an organic reaction: reactants, conditions, products, and yield Starting materials: cis-10-Myristoleate, C1CSSC1CCCCC(=O)N (Lipozyme), 7, C(CCCCCCCCCCCCCCC)O (cetyl alcohol). Solvent: CCCCCC (hexane). The product is C(CCCCCCCC\C=C/CCC)(=O)OCCCCCCCCCCCCCCCC (hexadecyl cis-10-tetradecenoate). The yield is 88.0%. RXN SMILES: [CH2:1]([OH:17])[CH2:2][CH2:3][CH2:4][CH2:5][CH2:6][CH2:7][CH2:8][CH2:9][CH2:10][CH2:11][CH2:12][CH2:13][CH2:14][CH2:15][CH3:16].[CH2:18]1[CH:22]([CH2:23][CH2:24][CH2:25][CH2:26][C:27](N)=[O:28])SS[CH2:19]1>CCCCCC>[C:27]([O:17][CH2:1][CH2:2][CH2:3][CH2:4][CH2:5][CH2:6][CH2:7][CH2:8][CH2:9][CH2:10][CH2:11][CH2:12][CH2:13][CH2:14][CH2:15][CH3:16])(=[O:28])[CH2:26][CH2:25][CH2:24][CH2:23][CH2:22][CH2:18][CH2:19][CH2:1]/[CH:2]=[CH:3]\[CH2:4][CH2:5][CH3:6]. Procedure: Preparation of hexadecyl cis-10-tetradecenoate, 8 was carried out according to the Scheme 2. Methyl undecenoate, 5 (10.21 g, 0.0515 mol) in dichloromethane (150 ml) was cooled to −78° C. and ozone gas was bubbled into the reaction mixture for 1 hr. The reaction was quenched by adding dimethyl sulphide (DMS, 5 ml) and was stirred for 6 hr at 25° C. The solvents were removed under vacuum and the residue 6 thus obtained was used directly further preparation of cis-10-myristoleate, 7. n-Butyl-triphe... The reactants are OCCOCCOCCOCCOCc1ccccc1, CS(=O)(=O)O, [H-], [Na+], C1CCOC1, OCCOCCOCCOCCO. Yields the product OCCOCCOCCOCCOCCOCCOCCOCCOCc1ccccc1. Reaction SMILES: [CH2:21]([c:22]1[cH:23][cH:24][cH:25][cH:26][cH:27]1)[O:28][CH2:29][CH2:30][O:31][CH2:32][CH2:33][O:34][CH2:35][CH2:36][O:37][CH2:38][CH2:39][OH:40].[CH3:16][S:17]([OH:18])(=[O:19])=[O:20].[H-:1].[Na+:2].[O:41]1[CH2:42][CH2:43][CH2:44][CH2:45]1.[OH:3][CH2:4][CH2:5][O:6][CH2:7][CH2:8][O:9][CH2:10][CH2:11][O:12][CH2:13][CH2:14][OH:15]>>[OH:3][CH2:4][CH2:5][O:6][CH2:7][CH2:8][O:9][CH2:10][CH2:11][O:12][CH2:13][CH2:14][O:40][CH2:39][CH2:38][O:37][CH2:36][CH2:35][O:34][CH2:33][CH2:32][O:31][CH2:30][CH2:29][O:28][CH2:21][c:22]1[cH:23][cH:24][cH:25][cH:26][cH:27]1.